The task is: describe an organic reaction: reactants, conditions, products, and yield. This data is from the Open Reaction Database (ORD), a public repository of structured organic reaction records. The reactants are [Cl-], Cn1ncc([N+](=O)[O-])c1C1(F)CCC2OC2CC1, [N-]=[N+]=[N-], [NH4+], [Na+], CN(C)C=O, O. Product: Cn1ncc([N+](=O)[O-])c1C1(F)CCC(O)C(N=[N+]=[N-])CC1. As a reaction SMILES: [Cl-:19].[F:1][C:2]1([c:10]2[c:11]([N+:16](=[O:17])[O-:18])[cH:12][n:13][n:14]2[CH3:15])[CH2:3][CH2:4][CH:5]2[O:6][CH:7]2[CH2:8][CH2:9]1.[N-:22]=[N+:23]=[N-:24].[NH4+:20].[Na+:21].[O:25]=[CH:26][N:27]([CH3:28])[CH3:29].[OH2:30]>>[F:1][C:2]1([c:10]2[c:11]([N+:16](=[O:17])[O-:18])[cH:12][n:13][n:14]2[CH3:15])[CH2:3][CH2:4][CH:5]([OH:6])[CH:7]([N:22]=[N+:23]=[N-:24])[CH2:8][CH2:9]1. The reactants are C(C1=CC=CC=C1)OC1=C(C=C(C=C1F)F)CC=CC1=NN2C(N=C(C(=C2N2CCC(CC2)(C)OCCCC[C@@H](C)O[Si](C2=CC=CC=C2)(C2=CC=CC=C2)C(C)(C)C)[C@@H](C(=O)OCC)OC(C)(C)C)C)=C1 ((S)-ethyl 2-(2-(3-(2-(benzyloxy)-3,5-difluorophenyl)prop-1-en-1-yl)-7-(4-(((R)-5-((tert-butyldiphenylsilyl)oxy)hexyl)oxy)-4-methylpiperidin-1-yl)-5-methylpyrazolo[1,5-a]pyrimidin-6-yl)-2-(tert-butoxy)acetate), [H][H] (hydrogen). Reagents/catalysts: [Pd] (Pd—C). The solvent is C(C)O (Ethanol). Yields the product C(C)(C)(C)O[C@H](C(=O)OCC)C=1C(=NC=2N(C1N1CCC(CC1)(C)OCCCC[C@@H](C)O[Si](C1=CC=CC=C1)(C1=CC=CC=C1)C(C)(C)C)N=C(C2)CCCC2=C(C(=CC(=C2)F)F)O)C ((S)-ethyl 2-(tert-butoxy)-2-(7-(4-(((R)-5-((tert-butyldiphenylsilyl)oxy)hexyl)oxy)-4-methylpiperidin-1-yl)-2-(3-(3,5-difluoro-2-hydroxyphenyl)propyl)-5-methylpyrazolo[1,5-a]pyrimidin-6-yl)acetate). The yield is 80.5%. RXN SMILES: C([O:8][C:9]1[C:14]([F:15])=[CH:13][C:12]([F:16])=[CH:11][C:10]=1[CH2:17][CH:18]=[CH:19][C:20]1[CH:72]=[C:23]2[N:24]=[C:25]([CH3:71])[C:26]([C@H:60]([O:66][C:67]([CH3:70])([CH3:69])[CH3:68])[C:61]([O:63][CH2:64][CH3:65])=[O:62])=[C:27]([N:28]3[CH2:33][CH2:32][C:31]([O:35][CH2:36][CH2:37][CH2:38][CH2:39][C@H:40]([O:42][Si:43]([C:56]([CH3:59])([CH3:58])[CH3:57])([C:50]4[CH:55]=[CH:54][CH:53]=[CH:52][CH:51]=4)[C:44]4[CH:49]=[CH:48][CH:47]=[CH:46][CH:45]=4)[CH3:41])([CH3:34])[CH2:30][CH2:29]3)[N:22]2[N:21]=1)C1C=CC=CC=1.[H][H]>C(O)C.[Pd]>[C:67]([O:66][C@@H:60]([C:26]1[C:25]([CH3:71])=[N:24][C:23]2[N:22]([N:21]=[C:20]([CH2:19][CH2:18][CH2:17][C:10]3[CH:11]=[C:12]([F:16])[CH:13]=[C:14]([F:15])[C:9]=3[OH:8])[CH:72]=2)[C:27]=1[N:28]1[CH2:29][CH2:30][C:31]([O:35][CH2:36][CH2:37][CH2:38][CH2:39][C@H:40]([O:42][Si:43]([C:56]([CH3:59])([CH3:57])[CH3:58])([C:44]2[CH:49]=[CH:48][CH:47]=[CH:46][CH:45]=2)[C:50]2[CH:51]=[CH:52][CH:53]=[CH:54][CH:55]=2)[CH3:41])([CH3:34])[CH2:32][CH2:33]1)[C:61]([O:63][CH2:64][CH3:65])=[O:62])([CH3:68])([CH3:69])[CH3:70]. Reported procedure: To a solution of (S)-ethyl 2-(2-(3-(2-(benzyloxy)-3,5-difluorophenyl)prop-1-en-1-yl)-7-(4-(((R)-5-((tert-butyldiphenylsilyl)oxy)hexyl)oxy)-4-methylpiperidin-1-yl)-5-methylpyrazolo[1,5-a]pyrimidin-6-yl)-2-(tert-butoxy)acetate (190 mg, 0.190 mmol) in Ethanol (4 mL) was added 10% Pd—C (40.4 mg, 0.038 mmol) and the resulting mixture was stirred under balloon hydrogen atmosphere for 16 h. At this point LCMS indicates completion of reaction. Mixture was then filtered through a pad of celite, concentra... The reactants are C[Si](Cl)(C)C (trimethylchlorosilane), C(C)(=O)O (acetic acid), O1C(CCCC1)OCC#C (3-tetrahydropyranyloxy-1-propyne). The solvent is CCOCC (ether), O (water), CCOCC (ether), CCOCC (ether), CCCCCC (hexane), O (water), CCOCC (ether). Conditions: temperature -20 celsius, time 30 minute. Product: O1C(CCCC1)OCC#C[Si](C)(C)C (3-tetrahydropyranyloxy-1-trimethylsilyl-1-propyne). The yield is 63.5%. As a reaction SMILES: [O:1]1[CH2:6][CH2:5][CH2:4][CH2:3][CH:2]1[O:7][CH2:8][C:9]#[CH:10].[CH3:11][Si:12]([CH3:15])([CH3:14])Cl.C(O)(=O)C>CCOCC.CCCCCC.O>[O:1]1[CH2:6][CH2:5][CH2:4][CH2:3][CH:2]1[O:7][CH2:8][C:9]#[C:10][Si:12]([CH3:15])([CH3:14])[CH3:11]. Procedure: To a stirred -20° C. solution of 125 g (0.89 mol.) of 3-tetrahydropyranyloxy-1-propyne (Example 56) in 450 ml of ether, under a nitrogen atmosphere, is added dropwise, over one hour, a solution of 45 ml (0.89 mol.) of 2.0 N n-butylithium in hexane. After 150 ml of dry ether is added and the mixture stirred at -20° C. for 30 minutes, a solution of 98 g (0.89 mol.) of trimethylchlorosilane in 73 ml of ether is added dropwise. Stirring is continued for 30 minutes at -20° C. and at ambient temperatu...